From a dataset of the Open Reaction Database (ORD), a public repository of structured organic reaction records. describe an organic reaction: reactants, conditions, products, and yield The reactants are N(=[N+]=[N-])[C@H](C(=O)NC=1C=NC=C(C1CC[C@@H]1CN([C@H](CO1)COC(=O)NCC(F)(F)F)C(=O)OC(C)(C)C)F)[C@H](C1=CC(=CC(=C1)F)F)C1=CC=C(C=C1)F ((2S,3S)-2-azido-3-(4-fluorophenyl)-3-(3,5-difluorophenyl)-N-(5-fluoro-4-(2-((2R,5R)-4-(tert-butyloxycarbonyl)-5-(2,2,2-trifluoroethylaminocarbonyloxymethyl)morpholine-2-yl)ethyl)pyridin-3-yl)propanamide), [H][H] (hydrogen). Reagents/catalysts: [Pd] (palladium on carbon). Solvent: CO (MeOH). The product is N[C@H](C(=O)NC=1C=NC=C(C1CC[C@@H]1CN([C@H](CO1)COC(=O)NCC(F)(F)F)C(=O)OC(C)(C)C)F)[C@H](C1=CC(=CC(=C1)F)F)C1=CC=C(C=C1)F ((2S,3S)-2-Amino-3-(4-fluorophenyl)-3-(3,5-difluorophenyl)-N-(5-fluoro-4-(2-((2R,5R)-4-(tert-butyloxycarbonyl)-5-(2,2,2-trifluoroethylaminocarbonyloxymethyl)morpholine-2-yl)ethyl)pyridin-3-yl)propanamide). Reaction SMILES: [N:1]([C@@H:4]([C@@H:40]([C:49]1[CH:54]=[CH:53][C:52]([F:55])=[CH:51][CH:50]=1)[C:41]1[CH:46]=[C:45]([F:47])[CH:44]=[C:43]([F:48])[CH:42]=1)[C:5]([NH:7][C:8]1[CH:9]=[N:10][CH:11]=[C:12]([F:39])[C:13]=1[CH2:14][CH2:15][C@H:16]1[O:21][CH2:20][C@H:19]([CH2:22][O:23][C:24]([NH:26][CH2:27][C:28]([F:31])([F:30])[F:29])=[O:25])[N:18]([C:32]([O:34][C:35]([CH3:38])([CH3:37])[CH3:36])=[O:33])[CH2:17]1)=[O:6])=[N+]=[N-].[H][H]>CO.[Pd]>[NH2:1][C@@H:4]([C@@H:40]([C:49]1[CH:54]=[CH:53][C:52]([F:55])=[CH:51][CH:50]=1)[C:41]1[CH:42]=[C:43]([F:48])[CH:44]=[C:45]([F:47])[CH:46]=1)[C:5]([NH:7][C:8]1[CH:9]=[N:10][CH:11]=[C:12]([F:39])[C:13]=1[CH2:14][CH2:15][C@H:16]1[O:21][CH2:20][C@H:19]([CH2:22][O:23][C:24]([NH:26][CH2:27][C:28]([F:31])([F:29])[F:30])=[O:25])[N:18]([C:32]([O:34][C:35]([CH3:36])([CH3:37])[CH3:38])=[O:33])[CH2:17]1)=[O:6]. Reported procedure: A solution of (2S,3S)-2-azido-3-(4-fluorophenyl)-3-(3,5-difluorophenyl)-N-(5-fluoro-4-(2-((2R,5R)-4-(tert-butyloxycarbonyl)-5-(2,2,2-trifluoroethylaminocarbonyloxymethyl)morpholine-2-yl)ethyl)pyridin-3-yl)propanamide (36 mg, 0.046 mmol) in 1 mL of MeOH was purged with nitrogen gas for 1 min. To the solution was added 10% palladium on carbon (18 mg) and the mixture was stirred under 1 atmosphere of hydrogen gas for 4 h. The catalyst was removed by filtration and the filtrate solvents were removed... Starting materials: SCc1ccccc1, CC#N, C[N+](=O)[O-], NCCN, CC(C)(C)OC(=O)N1CCC(=O)CC1. Yields the product CC(C)(C)OC(=O)N1CCC(C[N+](=O)[O-])(SCc2ccccc2)CC1. As a reaction SMILES: [CH2:15]([c:16]1[cH:17][cH:18][cH:19][cH:20][cH:21]1)[SH:22].[CH3:31][C:32]#[N:33].[N+:23](=[O:24])([O-:25])[CH3:26].[NH2:27][CH2:28][CH2:29][NH2:30].[O:1]=[C:2]1[CH2:3][CH2:4][N:5]([C:8](=[O:9])[O:10][C:11]([CH3:12])([CH3:13])[CH3:14])[CH2:6][CH2:7]1>>[C:2]1([S:22][CH2:15][c:16]2[cH:17][cH:18][cH:19][cH:20][cH:21]2)([CH2:26][N+:23](=[O:24])[O-:25])[CH2:3][CH2:4][N:5]([C:8](=[O:9])[O:10][C:11]([CH3:12])([CH3:13])[CH3:14])[CH2:6][CH2:7]1. The reactants are ClC=1C=C2C=CNC2=CC1 (5-chloro-1H-indole), [Cl-].CC1=C(C=[N+](C)C)C=CC=C1 ((2-methyl-benzylidene)-dimethylammonium chloride), CC1=C(C=O)C=CC=C1 (2-methyl-benzaldehyde), CNC (dimethylamine). The product is ClC=1C=C2C(=CNC2=CC1)C(C1=C(C=CC=C1)C)N(C)C ([(5-Chloro-1H-indol-3-yl)-o-tolyl-methyl]-dimethyl-amine). As a reaction SMILES: [Cl:1][C:2]1[CH:3]=[C:4]2[C:8](=[CH:9][CH:10]=1)[NH:7][CH:6]=[CH:5]2.[Cl-].[CH3:12][C:13]1[CH:22]=[CH:21][CH:20]=[CH:19][C:14]=1[CH:15]=[N+:16]([CH3:18])[CH3:17].CC1C=CC=CC=1C=O.CNC>>[Cl:1][C:2]1[CH:3]=[C:4]2[C:8](=[CH:9][CH:10]=1)[NH:7][CH:6]=[C:5]2[CH:15]([N:16]([CH3:17])[CH3:18])[C:14]1[CH:19]=[CH:20][CH:21]=[CH:22][C:13]=1[CH3:12] |f:1.2|. Procedure details: The preparation was carried out in accordance with general synthesis instructions 4 from 5-chloro-1H-indole and (2-methyl-benzylidene)-dimethylammonium chloride, which had been prepared in accordance with example 44 from 2-methyl-benzaldehyde and dimethylamine.